From a dataset of the Open Reaction Database (ORD), a public repository of structured organic reaction records. describe an organic reaction: reactants, conditions, products, and yield Starting materials: ClC1=NC(=CC(=C1[N+](=O)[O-])Cl)C1=C(C=CC=C1Cl)Cl (2,4-Dichloro-6-(2,6-dichloro-phenyl)-3-nitro-pyridine), N (NH3). Solvent: CO (MeOH), CO (MeOH). Reaction conditions: time 16 hour. Product: ClC1=NC(=CC(=C1[N+](=O)[O-])N)C1=C(C=CC=C1Cl)Cl (2-chloro-6-(2,6-dichlorophenyl)-3-nitropyridin-4-ylamine). Reaction SMILES: [Cl:1][C:2]1[C:7]([N+:8]([O-:10])=[O:9])=[C:6](Cl)[CH:5]=[C:4]([C:12]2[C:17]([Cl:18])=[CH:16][CH:15]=[CH:14][C:13]=2[Cl:19])[N:3]=1.[NH3:20]>CO>[Cl:1][C:2]1[C:7]([N+:8]([O-:10])=[O:9])=[C:6]([NH2:20])[CH:5]=[C:4]([C:12]2[C:17]([Cl:18])=[CH:16][CH:15]=[CH:14][C:13]=2[Cl:19])[N:3]=1. Procedure: 2,4-Dichloro-6-(2,6-dichloro-phenyl)-3-nitro-pyridine (94.4 mg, 0.279 mmol, prepared as described in the previous step) was placed in a 8 mL vial equipped with a stir bar and dry MeOH (2 mL) was added via syringe. The resulting solution was gently heated with a heat gun to dissolve the solid and 7M NH3 in MeOH (2.00 mL, 14.0 mmol) was added via syringe. The resulting mixture was stirred at room temperature for 16 h and the solvent was removed under reduced pressure. The resulting residue was pur... The reactants are Cc1ccccc1, CCOCC, S=C=Nc1ccc(Cl)cc1, Nc1ncccc1OCc1cccc(Cl)c1F. The product is Fc1c(Cl)cccc1COc1cccnc1NC(=S)Nc1ccc(Cl)cc1. As a reaction SMILES: [CH3:28][c:29]1[cH:30][cH:31][cH:32][cH:33][cH:34]1.[CH3:35][CH2:36][O:37][CH2:38][CH3:39].[Cl:18][c:19]1[cH:20][cH:21][c:22]([N:25]=[C:26]=[S:27])[cH:23][cH:24]1.[NH2:1][c:2]1[n:3][cH:4][cH:5][cH:6][c:7]1[O:8][CH2:9][c:10]1[c:11]([F:17])[c:12]([Cl:16])[cH:13][cH:14][cH:15]1>>[NH:1]([c:2]1[n:3][cH:4][cH:5][cH:6][c:7]1[O:8][CH2:9][c:10]1[c:11]([F:17])[c:12]([Cl:16])[cH:13][cH:14][cH:15]1)[C:26]([NH:25][c:22]1[cH:21][cH:20][c:19]([Cl:18])[cH:24][cH:23]1)=[S:27]. Starting materials: ClC1=CC=C(C=N1)NC(C(C1=CC=CC=C1)=O)=O (N-(6-chloro-pyridin-3-yl)-2-oxo-2-phenyl-acetamide), BrCCC1=CC=C(C=C1)C(F)(F)F (1-(2-bromo-ethyl)-4-trifluoromethyl-benzene). The product is ClC1=CC=C(C=N1)N(C(C(C1=CC=CC=C1)=O)=O)CCC1=CC=C(C=C1)C(F)(F)F (N-(6-chloro-pyridin-3-yl)-2-oxo-2-phenyl-N-[2-(4-trifluoromethyl-phenyl)-ethyl]-acetamide). As a reaction SMILES: [Cl:1][C:2]1[N:7]=[CH:6][C:5]([NH:8][C:9](=[O:18])[C:10](=[O:17])[C:11]2[CH:16]=[CH:15][CH:14]=[CH:13][CH:12]=2)=[CH:4][CH:3]=1.Br[CH2:20][CH2:21][C:22]1[CH:27]=[CH:26][C:25]([C:28]([F:31])([F:30])[F:29])=[CH:24][CH:23]=1>>[Cl:1][C:2]1[N:7]=[CH:6][C:5]([N:8]([CH2:20][CH2:21][C:22]2[CH:23]=[CH:24][C:25]([C:28]([F:29])([F:30])[F:31])=[CH:26][CH:27]=2)[C:9](=[O:18])[C:10](=[O:17])[C:11]2[CH:16]=[CH:15][CH:14]=[CH:13][CH:12]=2)=[CH:4][CH:3]=1. Procedure details: In analogy to the procedure described for the synthesis example 43 (step 2), the title compound N-(6-chloro-pyridin-3-yl)-2-oxo-2-phenyl-N-[2-(4-trifluoromethyl-phenyl)-ethyl]-acetamide (MS m/e: 433.2 [M+H]+) was prepared from N-(6-chloro-pyridin-3-yl)-2-oxo-2-phenyl-acetamide and 1-(2-bromo-ethyl)-4-trifluoromethyl-benzene. The reactants are [Mg] (Magnesium), BrC=1SC=CC1 (2-bromothiophene), BrC=1SC=CC1 (2-bromothiophene), [Mg] (magnesium). Reagents/catalysts: Cl[Ni]1([P](CCC[P](C2=CC=CC=C2)1C3=CC=CC=C3)(C4=CC=CC=C4)C5=CC=CC=C5)Cl (Ni(dppp)Cl2). Run in CCOCC (ether). The product is S1C(=CC=C1)C=1SC=CC1 (Bithiophene). As a reaction SMILES: Br[C:2]1[S:3][CH:4]=[CH:5][CH:6]=1.[Mg]>CCOCC.Cl[Ni]1(Cl)[P](C2C=CC=CC=2)(C2C=CC=CC=2)CCC[P]1(C1C=CC=CC=1)C1C=CC=CC=1>[S:3]1[CH:4]=[CH:5][CH:6]=[C:2]1[C:2]1[S:3][CH:4]=[CH:5][CH:6]=1 |^1:15,31|. Procedure: Gringard reagent 2-thiophenylmanesium bromide was prepared from 60 g of 2-bromothiophene (0.368 mole) and magnesium (9.7 g, 0.404 mole). Magnesium was slowly added to a mixture of 2-bromothiophene (50 g, 0.307 mole), Ni(dppp)Cl2 (1.66 g, 3 mmol) in 150 mL dry ether at 0° C. The mixture was warmed to RT for 20 h before being quenched by diluted HCl. The aqueous layer was extracted with ether and all organic layers were combined. The solvent was evaporated after drying over MgSO4. The crude liquid... The reactants are COC(=O)N[C@@H](C(=O)O)C1=CC=CC=C1 ((R)-methoxycarbonylamino-phenyl-acetic acid), Cl.C(C1=CC=CC=C1)OC([C@H]1NCCC1)=O ((L)-proline benzyl ester hydrochloride). The product is C(C1=CC=CC=C1)OC(=O)[C@H]1N(CCC1)C([C@@H](C1=CC=CC=C1)NC(=O)OC)=O (1-[(R)-Methoxycarbonylamino-phenyl-acetyl]-pyrrolidine-2-(S)-carboxylic acid benzyl ester), C(C1=CC=CC=C1)OC(=O)[C@H]1N(CCC1)C([C@H](C1=CC=CC=C1)NC(=O)OC)=O (1-[(S)-methoxycarbonylamino-phenyl-acetyl]-pyrrolidine-2-(S)-carboxylic acid benzyl ester). Isolated yield 15.0%. As a reaction SMILES: [CH3:1][O:2][C:3]([NH:5][C@H:6]([C:10]1[CH:15]=[CH:14][CH:13]=[CH:12][CH:11]=1)[C:7]([OH:9])=[O:8])=[O:4].Cl.[CH2:17]([O:24][C:25](=[O:31])[C@@H:26]1[CH2:30][CH2:29][CH2:28][NH:27]1)[C:18]1[CH:23]=[CH:22][CH:21]=[CH:20][CH:19]=1>>[CH2:17]([O:24][C:25]([C@@H:26]1[CH2:30][CH2:29][CH2:28][N:27]1[C:7](=[O:9])[C@H:6]([NH:5][C:3]([O:2][CH3:1])=[O:4])[C:10]1[CH:15]=[CH:14][CH:13]=[CH:12][CH:11]=1)=[O:31])[C:18]1[CH:19]=[CH:20][CH:21]=[CH:22][CH:23]=1.[CH2:17]([O:24][C:25]([C@@H:26]1[CH2:30][CH2:29][CH2:28][N:27]1[C:7](=[O:8])[C@@H:6]([NH:5][C:3]([O:2][CH3:1])=[O:4])[C:10]1[CH:15]=[CH:14][CH:13]=[CH:12][CH:11]=1)=[O:31])[C:18]1[CH:19]=[CH:20][CH:21]=[CH:22][CH:23]=1 |f:1.2|. Procedure: Reaction of 1.0 g of (R)-methoxycarbonylamino-phenyl-acetic acid and 1.16 g of (L)-proline benzyl ester hydrochloride according to the procedure described in example 91b gave 0.59 g (31%) of the title compound as a white solid and 0.28 g (15%) of 1-[(S)-methoxycarbonylamino-phenyl-acetyl]-pyrrolidine-2-(S)-carboxylic acid benzyl ester (+)-APCI-MS: 397 (MH+).